From a dataset of the Open Reaction Database (ORD), a public repository of structured organic reaction records. describe an organic reaction: reactants, conditions, products, and yield Reactants: COC1=CC=C(C=C1)CCCC(=O)O (4-(4-methoxyphenyl)butyric acid), C(C)(=O)O (acetic acid), Cl (HCl), Cl.N1=CC=CC=C1 (pyridine hydrochloride), hexanes ethyl acetate. Solvent: O (H2O), COC(C)(C)C (t-butyl methyl ether). Reaction conditions: temperature 190 celsius, time 2 hour. Product: OC1=CC=C(C=C1)CCCC(=O)O (4-(4-Hydroxyphenyl)butyric Acid). The yield is 96.8%. As a reaction SMILES: C[O:2][C:3]1[CH:8]=[CH:7][C:6]([CH2:9][CH2:10][CH2:11][C:12]([OH:14])=[O:13])=[CH:5][CH:4]=1.Cl.N1C=CC=CC=1.C(O)(=O)C.Cl>COC(C)(C)C.O>[OH:2][C:3]1[CH:4]=[CH:5][C:6]([CH2:9][CH2:10][CH2:11][C:12]([OH:14])=[O:13])=[CH:7][CH:8]=1 |f:1.2|. Procedure details: A 22-L 4-necked round bottom flask was equipped with a condenser, nitrogen inlet, thermometer lead and overhead stirring apparatus. The flask was charged with 4-(4-methoxyphenyl)butyric acid (2250 g, 11.58 moles) followed by pyridine hydrochloride (5360 g, 46.34 moles, 4 eq). The resulting mixture of the two solids was heated under nitrogen to 185-195° C., with stirring commencing by 50° C. The flask contents were held at 185-195° C., and reaction progress was monitored by TLC (50/50 v/v hexanes... Reactants: OC=1C=CC=C2C(CCSC12)=O (8-hydroxy-thiochroman-4-one), glycol, O.NN (hydrazine hydrate), C(C)O (ethanol). Solvent: O (water). Run at temperature 200 celsius. The product is OC=1C=CC=C2CCCSC12 (8-hydroxy-thiochroman). Isolated yield 55.0%. RXN SMILES: [OH:1][C:2]1[CH:3]=[CH:4][CH:5]=[C:6]2[C:11]=1[S:10][CH2:9][CH2:8][C:7]2=O.O.NN.C(O)C>O>[OH:1][C:2]1[CH:3]=[CH:4][CH:5]=[C:6]2[C:11]=1[S:10][CH2:9][CH2:8][CH2:7]2 |f:1.2|. Reported procedure: 40 Grams of 8-hydroxy-thiochroman-4-one were added portion-wise to a mixture of 53.5 ml of hydrazine hydrate and 220 ml of ethanol. The reaction mixture was refluxed for 1 hour and then evaporated to dryness in vacuo. The residue was taken up in 250 ml of ethyleneglycol, and then 22.1 g of sodium hydroxide were added in pellet form. The whole was heated to refluxing, while the water of reaction was distilled off as it formed. The mixture was then heated for 4 hours at 200° C., allowed to cool an... Starting materials: [OH-].[K+] (potassium hydroxide), C(C)O (ethanol), C[C@@]12C(CC[C@H]1[C@@H]1CCC3=CC(C=C[C@]3(C)C1=CC2)=O)=O (1,4,9(11)-androstatriene-3,17-dione), C#C (acetylene). Run in O1CCCC1 (tetrahydrofuran), O1CCCC1 (tetrahydrofuran), O (water). Conditions: temperature 3 celsius, time 2 hour. Product: C(#C)[C@]1([C@]2(C)[C@@H](CC1)[C@@H]1CCC3=CC(C=C[C@]3(C)[C@H]1CC2)=O)O (17α-ethynyl-17β-hydroxyandrosta-1,4-dien-3-one). Yield: 96.6%. RXN SMILES: [OH-].[K+].[CH2:3](O)[CH3:4].C#C.[CH3:8][C@:9]12[CH2:26][CH:25]=[C:24]3[C@@H:14]([CH2:15][CH2:16][C:17]4[C@:22]3([CH3:23])[CH:21]=[CH:20][C:19](=[O:27])[CH:18]=4)[C@@H:13]1[CH2:12][CH2:11][C:10]2=[O:28]>O1CCCC1.O>[C:3]([C@:10]1([OH:28])[CH2:11][CH2:12][C@H:13]2[C@H:14]3[C@H:24]([CH2:25][CH2:26][C@:9]12[CH3:8])[C@:22]1([CH3:23])[C:17](=[CH:18][C:19](=[O:27])[CH:20]=[CH:21]1)[CH2:16][CH2:15]3)#[CH:4] |f:0.1|. Procedure details: In a three-necked flask, 95 percent potassium hydroxide (200 g), tetrahydrofuran (1000 ml) and ethanol (120 ml) were stirred at 50° C. for 1 hour under a nitrogen atmosphere and then cooled to 3° C. Into the mixture prepared as above, pure dry acetylene was passed at 3° C. for 2 hours. A solution of 1,4,9(11)-androstatriene-3,17-dione (100 g) in 200 ml of dry tetrahydrofuran was added and stirred for 2 hours. The mixture was acidified with 10 percent aqueous Hcl solution, stirred under reflux fo... Reactants: BrCc1ccccc1, O=C([O-])[O-], CN(C)C=O, [K+], [K+], O, CC(C)(CO)C(=O)O. Product: CC(C)(CO)C(=O)OCc1ccccc1. As a reaction SMILES: [Br:15][CH2:16][c:17]1[cH:18][cH:19][cH:20][cH:21][cH:22]1.[C:9](=[O:10])([O-:11])[O-:12].[CH3:24][N:25]([CH3:26])[CH:27]=[O:28].[K+:13].[K+:14].[OH2:23].[OH:1][CH2:2][C:3]([C:4](=[O:5])[OH:6])([CH3:7])[CH3:8]>>[OH:1][CH2:2][C:3]([C:4](=[O:5])[O:6][CH2:16][c:17]1[cH:18][cH:19][cH:20][cH:21][cH:22]1)([CH3:7])[CH3:8]. Reactants: [Al+3], CC(=O)OC(C)=O, [Cl-], [Cl-], [Cl-], CC(Cl)Cl, Cl, c1ccc2c(c1)Sc1ccccc1S2. Yields the product CC(=O)c1ccc2c(c1)Sc1ccccc1S2. As a reaction SMILES: [Al+3:9].[CH3:1][C:2](=[O:3])[O:4][C:5](=[O:6])[CH3:7].[Cl-:10].[Cl-:11].[Cl-:8].[Cl:27][CH:28]([Cl:29])[CH3:30].[ClH:26].[cH:12]1[cH:13][cH:14][cH:15][c:16]2[c:25]1[S:24][c:23]1[c:18]([cH:19][cH:20][cH:21][cH:22]1)[S:17]2>>[CH3:1][C:2](=[O:3])[c:20]1[cH:19][c:18]2[c:23]([cH:22][cH:21]1)[S:24][c:25]1[cH:12][cH:13][cH:14][cH:15][c:16]1[S:17]2.